From a dataset of the Open Reaction Database (ORD), a public repository of structured organic reaction records. describe an organic reaction: reactants, conditions, products, and yield Reactants: CC(=O)OC(C)=O, O=Cc1ccc([N+](=O)[O-])cc1, Cc1cccnc1C. The product is Cc1cccnc1C=Cc1ccc([N+](=O)[O-])cc1. As a reaction SMILES: [CH3:20][C:21]([O:22][C:23](=[O:24])[CH3:25])=[O:26].[N+:1](=[O:2])([O-:3])[c:4]1[cH:5][cH:6][c:7]([CH:8]=[O:9])[cH:10][cH:11]1.[n:12]1[c:13]([CH3:19])[c:14]([CH3:18])[cH:15][cH:16][cH:17]1>>[N+:1](=[O:2])([O-:3])[c:4]1[cH:5][cH:6][c:7]([CH:8]=[CH:19][c:13]2[n:12][cH:17][cH:16][cH:15][c:14]2[CH3:18])[cH:10][cH:11]1. Starting materials: CC(N)C1C(O[Si](C)(C)C(C)(C)C)CCN1C(=O)OC(C)(C)C, O=C([O-])[O-], Cc1ccccc1, Cc1ccccc1, CS(C)=O, Cc1c(I)ccc(C#N)c1Cl, [Cs+], [Cs+], O=C(C=Cc1ccccc1)C=Cc1ccccc1, O=C(C=Cc1ccccc1)C=Cc1ccccc1, O=C(C=Cc1ccccc1)C=Cc1ccccc1, [Pd], [Pd]. The product is Cc1c(NC(C)C2C(O[Si](C)(C)C(C)(C)C)CCN2C(=O)OC(C)(C)C)ccc(C#N)c1Cl. Reaction SMILES: [C:1]([CH3:2])([CH3:3])([CH3:4])[O:5][C:6](=[O:7])[N:8]1[CH:9]([CH:21]([CH3:22])[NH2:23])[CH:10]([O:13][Si:14]([CH3:15])([CH3:16])[C:17]([CH3:18])([CH3:19])[CH3:20])[CH2:11][CH2:12]1.[C:46](=[O:47])([O-:48])[O-:49].[CH3:108][c:109]1[cH:110][cH:111][cH:112][cH:113][cH:114]1.[CH3:24][c:25]1[cH:26][cH:27][cH:28][cH:29][cH:30]1.[CH3:31][S:32]([CH3:33])=[O:34].[Cl:35][c:36]1[c:37]([C:38]#[N:39])[cH:40][cH:41][c:42]([I:45])[c:43]1[CH3:44].[Cs+:50].[Cs+:51].[O:54]=[C:55]([CH:56]=[CH:57][c:58]1[cH:59][cH:60][cH:61][cH:62][cH:63]1)[CH:64]=[CH:65][c:66]1[cH:67][cH:68][cH:69][cH:70][cH:71]1.[O:72]=[C:73]([CH:74]=[CH:75][c:76]1[cH:77][cH:78][cH:79][cH:80][cH:81]1)[CH:82]=[CH:83][c:84]1[cH:85][cH:86][cH:87][cH:88][cH:89]1.[O:90]=[C:91]([CH:92]=[CH:93][c:94]1[cH:95][cH:96][cH:97][cH:98][cH:99]1)[CH:100]=[CH:101][c:102]1[cH:103][cH:104][cH:105][cH:106][cH:107]1.[Pd:52].[Pd:53]>>[C:1]([CH3:2])([CH3:3])([CH3:4])[O:5][C:6](=[O:7])[N:8]1[CH:9]([CH:21]([CH3:22])[NH:23][c:42]2[cH:41][cH:40][c:37]([C:38]#[N:39])[c:36]([Cl:35])[c:43]2[CH3:44])[CH:10]([O:13][Si:14]([CH3:15])([CH3:16])[C:17]([CH3:18])([CH3:19])[CH3:20])[CH2:11][CH2:12]1.